From a dataset of the Open Reaction Database (ORD), a public repository of structured organic reaction records. describe an organic reaction: reactants, conditions, products, and yield The reactants are NC1=C(C=CC=C1)S(=O)(=O)NC1=NC(=CC=C1)N(C)C (2-amino-N-[6-(dimethylamino)pyridin-2-yl]benzenesulfonamide), ClC(Cl)(OC(OC(Cl)(Cl)Cl)=O)Cl (triphosgene). The solvent is O1CCOCC1 (1,4-dioxane). Yields the product CN(C1=CC=CC(=N1)N1S(C2=C(NC1=O)C=CC=C2)(=O)=O)C (2-[6-(dimethylamino)pyridin-2-yl]-2H-1,2,4-benzothiadiazin-3(4H)-one 1,1-dioxide). The yield is 26.4%. RXN SMILES: [NH2:1][C:2]1[CH:7]=[CH:6][CH:5]=[CH:4][C:3]=1[S:8]([NH:11][C:12]1[CH:17]=[CH:16][CH:15]=[C:14]([N:18]([CH3:20])[CH3:19])[N:13]=1)(=[O:10])=[O:9].Cl[C:22](Cl)([O:24]C(=O)OC(Cl)(Cl)Cl)Cl>O1CCOCC1>[CH3:19][N:18]([CH3:20])[C:14]1[N:13]=[C:12]([N:11]2[C:22](=[O:24])[NH:1][C:2]3[CH:7]=[CH:6][CH:5]=[CH:4][C:3]=3[S:8]2(=[O:9])=[O:10])[CH:17]=[CH:16][CH:15]=1. Procedure details: The title compound (0.20 g, 0.63 mmol) was prepared from 2-amino-N-[6-(dimethylamino)pyridin-2-yl]benzenesulfonamide (0.7 g, 2.39 mmol) and triphosgene (2.5 g, 8.3 mmol) in 1,4-dioxane (25 mL) using the methods of (IntA1). Reactants: Cl.OC1(CCCC2=CC=CC=C12)CC1=NNC=N1 (1,2,3,4-tetrahydro-1-hydroxy-1-[1-(1,2,4-triazolyl)methyl]-naphthalene hydrochloride), [OH-].[Na+] (NaOH). The solvent is O (water). Product: OC1(CCCC2=CC=CC=C12)CC1=NNC=N1 (1,2,3,4-tetrahydro-1-hydroxy-1[1-(1,2,4-triazolyl) methyl]-naphthalene). Yield: 85.9%. Reaction SMILES: Cl.[OH:2][C:3]1([CH2:13][C:14]2[N:18]=[CH:17][NH:16][N:15]=2)[C:12]2[C:7](=[CH:8][CH:9]=[CH:10][CH:11]=2)[CH2:6][CH2:5][CH2:4]1.[OH-].[Na+]>O>[OH:2][C:3]1([CH2:13][C:14]2[N:18]=[CH:17][NH:16][N:15]=2)[C:12]2[C:7](=[CH:8][CH:9]=[CH:10][CH:11]=2)[CH2:6][CH2:5][CH2:4]1 |f:0.1,2.3|. Procedure details: To 3.5 g (0.0132 mole) of 1,2,3,4-tetrahydro-1-hydroxy-1-[1-(1,2,4-triazolyl)methyl]-naphthalene hydrochloride in 200 ml of water is added 2.0 g (0.025 mole) of 50% NaOH, and the mixture is stirred. The organic material is extracted 2×100 ml of ether, and the extract is washed 2×50 ml of water, dried over anhydrous magnesium sulfate, and concentrated to give 2.6 g (85.9%) of the product, mp 105°-8°. The reactants are Cl.NO (hydroxylamine hydrochloride), C([O-])([O-])=O.[K+].[K+] (potassium carbonate), N1=CC(=CC=C1)C=1SC(=CN1)C(C)=O (1-[2-(3-pyridyl)thiazol-5-yl]ethanone). Reaction SMILES: [N:1]1[CH:6]=[CH:5][CH:4]=[C:3]([C:7]2[S:8][C:9]([C:12](=O)[CH3:13])=[CH:10][N:11]=2)[CH:2]=1.Cl.[NH2:16][OH:17].C(=O)([O-])[O-].[K+].[K+]>CCO>[N:1]1[CH:6]=[CH:5][CH:4]=[C:3]([C:7]2[S:8][C:9]([C:12](=[N:16][OH:17])[CH3:13])=[CH:10][N:11]=2)[CH:2]=1 |f:1.2,3.4.5|. The solvent is CCO (EtOH). Procedure: A suspension of 1-[2-(3-pyridyl)thiazol-5-yl]ethanone (0.8 g, 3.76 mmol) in 50 ml EtOH was treated with hydroxylamine hydrochloride (0.277 g, 3.95 mmol) and potassium carbonate (0.551 g, 3.95 mmol), and stirred at ambient temperature, monitored by LCMS and TLC, which indicated a ca. 1:1 mixture of isomer formation. After 3 hours, the mixture was concentrated in vacuo to approximately 10 ml. Addition of saturated ammonium chloride gave Isomer A of the title product as a beige precipitate which wa... The product is N1=CC(=CC=C1)C=1SC(=CN1)C(C)=NO (1-[2-(3-pyridyl)thiazol-5-yl]ethanone oxime). Run at time 3 hour.